Task: describe an organic reaction: reactants, conditions, products, and yield. Dataset: the Open Reaction Database (ORD), a public repository of structured organic reaction records The reactants are C(=O)[N-]C=O.[Na+] (sodium diformylamide), ClC/C(/CCC1=CC=C(C=C1)F)=C/F ((E)-1-chloro-2-(fluoromethylene)-4-(p-fluorophenyl)butane), C(C)#N (acetonitrile), CN(C=O)C (N,N-dimethylformamide). Run in O (water). Reaction conditions: time 5 hour. Yields the product NC/C(/CCC1=CC=C(C=C1)F)=C/F ((E)-1-amino-2-(fluoromethylene)-4-(p-fluorophenyl)butane). Reaction SMILES: C([N-:3][CH:4]=O)=O.[Na+].C(#N)C.CN(C)C=O.ClC/[C:17](=[CH:27]/[F:28])/[CH2:18][CH2:19][C:20]1[CH:25]=[CH:24][C:23]([F:26])=[CH:22][CH:21]=1>O>[NH2:3][CH2:4]/[C:17](=[CH:27]/[F:28])/[CH2:18][CH2:19][C:20]1[CH:25]=[CH:24][C:23]([F:26])=[CH:22][CH:21]=1 |f:0.1|. Procedure: Combine sodium diformylamide (28.8 g, 0.31 mol), acetonitrile (360 g), and N,N-dimethylformamide (48 g). Add (E)-1-chloro-2-(fluoromethylene)-4-(p-fluorophenyl)butane (50.6 g, 0.23 mol). Heat to reflux. After 5 hours, cool to ambient temperature. Add water (466 g) and stir for 15 minutes. After 30 minutes, the aqueous layer is removed. Evaporate the organic layer in vacuo to give the title compound. 1H NMR (CDCl3, 300 MHz) δ2.28 (m, 2H), 2.72 (m, 2H), 4.07 (d , J=3Hz, 2H), 6.74 (d, J=81Hz, 1H), ... The reactants are [OH-].[Na+] (sodium hydroxide), C(C)O (ethanol), NC1=C(C=NN1C1=C(C=C(C=C1Cl)C(F)(F)F)Cl)C(=O)OCC (5-amino-1-(2,6-dichloro-4-trifluoromethyl-phenyl)-4-carbethoxy-pyrazole). Run in O (water), O (water). Reaction conditions: temperature 5 celsius. The product is NC1=C(C=NN1C1=C(C=C(C=C1Cl)C(F)(F)F)Cl)C(=O)O (5-amino-1-(2,6-dichloro-4-trifluoromethylphenyl)-4-carboxy-pyrazole). Reaction SMILES: [NH2:1][C:2]1[N:6]([C:7]2[C:12]([Cl:13])=[CH:11][C:10]([C:14]([F:17])([F:16])[F:15])=[CH:9][C:8]=2[Cl:18])[N:5]=[CH:4][C:3]=1[C:19]([O:21]CC)=[O:20].[OH-].[Na+].C(O)C>O>[NH2:1][C:2]1[N:6]([C:7]2[C:8]([Cl:18])=[CH:9][C:10]([C:14]([F:15])([F:17])[F:16])=[CH:11][C:12]=2[Cl:13])[N:5]=[CH:4][C:3]=1[C:19]([OH:21])=[O:20] |f:1.2|. Reported procedure: 35.4 g (0.1 mol) of 5-amino-1-(2,6-dichloro-4-trifluoromethyl-phenyl)-4-carbethoxy-pyrazole are heated under reflux for 24 hours in a solution of 8 g (0.2 mol) of sodium hydroxide, 24 ml of water and 100 ml of ethanol. 450 ml of water are subsequently added, and the mixture is washed twice with 70 ml of diethyl ether. The alcohol is removed from the aqueous phase by distillation, and 20 ml of concentrated hydrochloric acid are then added with ice cooling. The suspension is cooled to 5° C., and t... RXN SMILES: [Br:1][c:2]1[s:3][c:4]([CH2:13][CH3:14])[c:5](-[c:7]2[cH:8][cH:9][cH:10][cH:11][cH:12]2)[n:6]1.[C:28](=[O:29])([O-:30])[O-:31].[CH3:35][N:36]([CH3:37])[CH:38]=[O:39].[K+:32].[K+:33].[N:15]1([C:21](=[O:22])[O:23][C:24]([CH3:25])([CH3:26])[CH3:27])[CH2:16][CH2:17][NH:18][CH2:19][CH2:20]1.[OH2:34]>>[c:2]1([N:18]2[CH2:17][CH2:16][N:15]([C:21](=[O:22])[O:23][C:24]([CH3:25])([CH3:26])[CH3:27])[CH2:20][CH2:19]2)[s:3][c:4]([CH2:13][CH3:14])[c:5](-[c:7]2[cH:8][cH:9][cH:10][cH:11][cH:12]2)[n:6]1. Reactants: CCc1sc(Br)nc1-c1ccccc1, O=C([O-])[O-], CN(C)C=O, [K+], [K+], CC(C)(C)OC(=O)N1CCNCC1, O. Yields the product CCc1sc(N2CCN(C(=O)OC(C)(C)C)CC2)nc1-c1ccccc1.